Dataset: the Open Reaction Database (ORD), a public repository of structured organic reaction records. Task: describe an organic reaction: reactants, conditions, products, and yield The reactants are FC1=C(C=CC=C1)[C@@H](C)N(C(=O)[C@@H]1C[Si](CN1C(=O)OC(C)(C)C)(C)C)CC1=CC=C(C=C1)C(=O)OC ((R)-tert-butyl 5-(((R)-1-(2-fluorophenyl)ethyl)(4-(methoxycarbonyl)benzyl)carbamoyl)-3,3-dimethyl-1,3-azasilolidine-1-carboxylate), Cl (HCl). Solvent: C(Cl)Cl (DCM). Conditions: time 1 hour. Yields the product FC1=C(C=CC=C1)[C@@H](C)N(C(=O)[C@@H]1C[Si](CN1)(C)C)CC1=CC=C(C(=O)OC)C=C1 (Methyl 4-(((R)—N—((R)-1-(2-fluorophenyl)ethyl)-3,3-dimethyl-1,3-azasilolidine-5-carboxamido)methyl)benzoate), Cl (HCl). The yield is 1268.5%. RXN SMILES: [F:1][C:2]1[CH:7]=[CH:6][CH:5]=[CH:4][C:3]=1[C@H:8]([N:10]([CH2:27][C:28]1[CH:33]=[CH:32][C:31]([C:34]([O:36][CH3:37])=[O:35])=[CH:30][CH:29]=1)[C:11]([C@H:13]1[N:17](C(OC(C)(C)C)=O)[CH2:16][Si:15]([CH3:26])([CH3:25])[CH2:14]1)=[O:12])[CH3:9].[ClH:38]>C(Cl)Cl>[F:1][C:2]1[CH:7]=[CH:6][CH:5]=[CH:4][C:3]=1[C@H:8]([N:10]([CH2:27][C:28]1[CH:33]=[CH:32][C:31]([C:34]([O:36][CH3:37])=[O:35])=[CH:30][CH:29]=1)[C:11]([C@H:13]1[NH:17][CH2:16][Si:15]([CH3:25])([CH3:26])[CH2:14]1)=[O:12])[CH3:9].[ClH:38]. Reported procedure: To a solution of (R)-tert-butyl 5-(((R)-1-(2-fluorophenyl)ethyl)(4-(methoxycarbonyl)benzyl)carbamoyl)-3,3-dimethyl-1,3-azasilolidine-1-carboxylate (85 mg, 0.16 mmol) in DCM (4 mL) was added HCl (4.0 M solution in dioxane, 1.5 mL, 6.0 mmol). The resulting reaction mixture was stirred at rt for 1 h and concentrated in vacuo to give the title compound as a HCl salt (74 mg, 99%, white solid). 1H NMR (DMSO-d6) δ 7.92-7.74 (m, 1H), 7.68 (d, J=8.1 Hz, 1H), 7.60-7.41 (m, 1H), 7.35-7.06 (m, 3H), 7.03 (d,... Starting materials: BrB(Br)Br, ClCCl, COc1cccc2c1OCC(C(=O)N1CCOCC1)=C2, O. Product: O=C(C1=Cc2cccc(O)c2OC1)N1CCOCC1. Reaction SMILES: [B:21]([Br:22])([Br:23])[Br:24].[CH2:26]([Cl:27])[Cl:28].[CH3:1][O:2][c:3]1[cH:4][cH:5][cH:6][c:7]2[c:12]1[O:11][CH2:10][C:9]([C:13](=[O:14])[N:15]1[CH2:16][CH2:17][O:18][CH2:19][CH2:20]1)=[CH:8]2.[OH2:25]>>[OH:2][c:3]1[cH:4][cH:5][cH:6][c:7]2[c:12]1[O:11][CH2:10][C:9]([C:13](=[O:14])[N:15]1[CH2:16][CH2:17][O:18][CH2:19][CH2:20]1)=[CH:8]2. Starting materials: CO, CCOC(C)=O, CCC(CC)Nc1nc(Cl)ccc1[N+](=O)[O-]. The product is CCC(CC)Nc1nc(Cl)ccc1N. Reaction SMILES: [CH3:17][OH:18].[CH3:19][CH2:20][O:21][C:22]([CH3:23])=[O:24].[Cl:1][c:2]1[cH:3][cH:4][c:5]([N+:14]([O-:15])=[O:16])[c:6]([NH:8][CH:9]([CH2:10][CH3:11])[CH2:12][CH3:13])[n:7]1>>[Cl:1][c:2]1[cH:3][cH:4][c:5]([NH2:14])[c:6]([NH:8][CH:9]([CH2:10][CH3:11])[CH2:12][CH3:13])[n:7]1. Starting materials: [Sn](Cl)(Cl)(Cl)Cl (tin (IV) chloride), CC=1C=C(SC1C)NC(C)=O (N-(4,5-dimethyl-thiophen-2-yl) acetamide), C(C1=CC=CC=C1)(=O)Cl (benzoyl chloride). The solvent is ClCCCl (1,2-dichloroethane), ClCCCl (1,2-dichloroethane). The product is C(C1=CC=CC=C1)(=O)C1=C(SC(=C1C)C)NC(C)=O (N-(3-benzoyl-4,5-dimethyl-thiophen-2-yl)acetamide). Isolated yield 82.4%. As a reaction SMILES: [Sn](Cl)(Cl)(Cl)Cl.[CH3:6][C:7]1[CH:8]=[C:9]([NH:13][C:14](=[O:16])[CH3:15])[S:10][C:11]=1[CH3:12].[C:17](Cl)(=[O:24])[C:18]1[CH:23]=[CH:22][CH:21]=[CH:20][CH:19]=1>ClCCCl>[C:17]([C:8]1[C:7]([CH3:6])=[C:11]([CH3:12])[S:10][C:9]=1[NH:13][C:14](=[O:16])[CH3:15])(=[O:24])[C:18]1[CH:23]=[CH:22][CH:21]=[CH:20][CH:19]=1. Reported procedure: General Method A. A solution of 1.71 M tin (IV) chloride (3.1 mL, 5.3 mmole) in 1,2-dichloroethane was added dropwise to a suspension of 9 (0.241 g, 1.42 mmole) and benzoyl chloride (0.31 mL, 2.66 mmole) in 1,2-dichloroethane and the mixture was refluxed for 10.5 hours. The reaction was quenched with ice and the organic phase was washed sequentially with 2N HCI, water and 2N NaOH. Drying over CaCl2 and evaporation gave a solid that was purified by chromatography on silica gel eluted with pet. et... The reactants are N1C(=NC2=C1C=CC=C2)C2=CC=C(C=C2)C2CN(CCO2)C(=O)OC(C)(C)C (tert-Butyl 2-(4-(1H-benzo[d]imidazol-2-yl)phenyl)morpholine-4-carboxylate), Cl (HCl). Run in O1CCOCC1 (dioxane), O1CCOCC1 (dioxane). Conditions: time 8 hour. Yields the product Cl.N1C(=NC2=C1C=CC=C2)C2=CC=C(C=C2)C2CNCCO2 (2-(4-(1H-benzo[d]imidazol-2-yl)phenyl)morpholine hydrochloride). Yield: 85.0%. Reaction SMILES: [NH:1]1[C:5]2[CH:6]=[CH:7][CH:8]=[CH:9][C:4]=2[N:3]=[C:2]1[C:10]1[CH:15]=[CH:14][C:13]([CH:16]2[O:21][CH2:20][CH2:19][N:18](C(OC(C)(C)C)=O)[CH2:17]2)=[CH:12][CH:11]=1.[ClH:29]>O1CCOCC1>[ClH:29].[NH:1]1[C:5]2[CH:6]=[CH:7][CH:8]=[CH:9][C:4]=2[N:3]=[C:2]1[C:10]1[CH:11]=[CH:12][C:13]([CH:16]2[O:21][CH2:20][CH2:19][NH:18][CH2:17]2)=[CH:14][CH:15]=1 |f:3.4|. Procedure: tert-Butyl 2-(4-(1H-benzo[d]imidazol-2-yl)phenyl)morpholine-4-carboxylate (330 mg, 0.87 mmol) was dissolved in dioxane (12 ml) and a solution of HCl in dioxane (4M, 3.25 ml, 13 mmol) was added. The reaction mixture was stirred overnight at room temperature. The solid was filtered off, washed with ether and dried in vacuo at 60° C. to afford 2-(4-(1H-benzo[d]imidazol-2-yl)phenyl)morpholine hydrochloride (232 mg, 85%) as an off-white solid. MS (ISP): 280.1 ([M+H]+). Reactants: ClCCl, CCN(C(C)C)C(C)C, CS(=O)(=O)c1ccc(C(=NOC2CCCC2)C(=O)O)cc1Cl, Nc1nc2ccc(Cl)cc2s1. Yields the product CS(=O)(=O)c1ccc(C(=NOC2CCCC2)C(=O)Nc2nc3ccc(Cl)cc3s2)cc1Cl. RXN SMILES: [CH2:43]([Cl:44])[Cl:45].[CH:34]([N:35]([CH2:36][CH3:37])[CH:38]([CH3:39])[CH3:40])([CH3:41])[CH3:42].[Cl:1][c:2]1[cH:3][c:4]([C:12]([C:13](=[O:14])[OH:15])=[N:16][O:17][CH:18]2[CH2:19][CH2:20][CH2:21][CH2:22]2)[cH:5][cH:6][c:7]1[S:8](=[O:9])(=[O:10])[CH3:11].[Cl:23][c:24]1[cH:25][c:26]2[c:27]([n:28][c:29]([NH2:31])[s:30]2)[cH:32][cH:33]1>>[Cl:1][c:2]1[cH:3][c:4]([C:12]([C:13](=[O:15])[NH:31][c:29]2[n:28][c:27]3[c:26]([cH:25][c:24]([Cl:23])[cH:33][cH:32]3)[s:30]2)=[N:16][O:17][CH:18]2[CH2:19][CH2:20][CH2:21][CH2:22]2)[cH:5][cH:6][c:7]1[S:8](=[O:9])(=[O:10])[CH3:11]. The reactants are CO, CCOC(C)=O, Nc1nccc(Nc2cc(C=CCCOC3CCCCO3)c3[nH]ncc3c2)n1, Cc1ccc(S(=O)(=O)[O-])cc1, c1cc[nH+]cc1. Yields the product Nc1nccc(Nc2cc(C=CCCO)c3[nH]ncc3c2)n1. RXN SMILES: [CH3:46][OH:47].[CH3:48][CH2:49][O:50][C:51]([CH3:52])=[O:53].[O:18]1[CH2:19][CH2:20][CH2:21][CH2:22][CH:23]1[O:24][CH2:25][CH2:26][CH:27]=[CH:28][c:29]1[cH:30][c:31]([NH:38][c:39]2[n:40][c:41]([NH2:45])[n:42][cH:43][cH:44]2)[cH:32][c:33]2[cH:34][n:35][nH:36][c:37]12.[c:1]1([CH3:2])[cH:3][cH:4][c:5]([S:6]([O-:7])(=[O:8])=[O:9])[cH:10][cH:11]1.[nH+:12]1[cH:13][cH:14][cH:15][cH:16][cH:17]1>>[OH:24][CH2:25][CH2:26][CH:27]=[CH:28][c:29]1[cH:30][c:31]([NH:38][c:39]2[n:40][c:41]([NH2:45])[n:42][cH:43][cH:44]2)[cH:32][c:33]2[cH:34][n:35][nH:36][c:37]12. Reactants: BrCC1=CC(=C(C#N)C=C1)F (4-Bromomethyl-2-fluoro-benzonitrile), IC=1N=CN(C1)C(C1=CC=CC=C1)(C1=CC=CC=C1)C1=CC=CC=C1 (4-iodo-1-trityl-1H-imidazole), NiCl2 (PPh3)2, BrC(C)Br (dibromoethane). Reagents/catalysts: [Zn] (Zinc). Run in C1CCOC1 (THF), C1CCOC1 (THF). Run at time 1 hour. Yields the product FC1=C(C#N)C=CC(=C1)CC=1N=CN(C1)C(C1=CC=CC=C1)(C1=CC=CC=C1)C1=CC=CC=C1 (2-fluoro-4-(1-trityl-1H-imidazol-4-ylmethyl)-benzonitrile). As a reaction SMILES: BrC(Br)C.Br[CH2:6][C:7]1[CH:14]=[CH:13][C:10]([C:11]#[N:12])=[C:9]([F:15])[CH:8]=1.I[C:17]1[N:18]=[CH:19][N:20]([C:22]([C:35]2[CH:40]=[CH:39][CH:38]=[CH:37][CH:36]=2)([C:29]2[CH:34]=[CH:33][CH:32]=[CH:31][CH:30]=2)[C:23]2[CH:28]=[CH:27][CH:26]=[CH:25][CH:24]=2)[CH:21]=1>C1COCC1.[Zn]>[F:15][C:9]1[CH:8]=[C:7]([CH2:6][C:17]2[N:18]=[CH:19][N:20]([C:22]([C:23]3[CH:28]=[CH:27][CH:26]=[CH:25][CH:24]=3)([C:35]3[CH:36]=[CH:37][CH:38]=[CH:39][CH:40]=3)[C:29]3[CH:30]=[CH:31][CH:32]=[CH:33][CH:34]=3)[CH:21]=2)[CH:14]=[CH:13][C:10]=1[C:11]#[N:12]. Procedure details: Zinc (0.301 g, 4.63 mmol) and dibromoethane (0.040 mL, 0.463 mmol) were stirred in anhydrous THF (2 mL) under Ar for 1.5 h. A solution of 4-bromomethyl-2-fluoro-benzonitrile (as described in Example 1, Step D) (0.546 g, 2.55 mmol) in anhydrous THF (1 mL) was added dropwise and stirred for 1 h. A mixture of 4-iodo-1-trityl-1H-imidazole (0.808 g, 1.85 mmol) and NiCl2 (PPh3)2 (0.120 g, 0.183 mmol) were added together to the reaction. After stirring overnight under Ar, the reaction was quenched with... Starting materials: C(C)(C)(C)OC(=O)N1CCN(CC1)C1=CC(=CC=C1)N (4-(3-amino-phenyl)-piper-azine-1-carboxylic acid tert-butyl ester), C(C)OC(=O)C=1C(C2=C(N=C(N=C2)S(=O)(=O)C)N(C1)C=1C=C2CCCC2=CC1)=O (8-indan-5-yl-2-methanesulfonyl-5-oxo-5,8-dihydro-pyrido[2,3-d]pyrimidine-6-carboxylic acid ethyl ester). The product is C(C)OC(=O)C=1C(C2=C(N=C(N=C2)NC2=CC(=CC=C2)N2CCNCC2)N(C1)C=1C=C2CCCC2=CC1)=O (8-Indan-5-yl-5-oxo-2-(3-piperazin-1-yl-phenylamino)-5,8-dihydro-pyrido[2,3-d]pyrimidine-6-carboxylic acid ethyl ester). Reaction SMILES: C(OC([N:8]1[CH2:13][CH2:12][N:11]([C:14]2[CH:19]=[CH:18][CH:17]=[C:16]([NH2:20])[CH:15]=2)[CH2:10][CH2:9]1)=O)(C)(C)C.[CH2:21]([O:23][C:24]([C:26]1[C:27](=[O:49])[C:28]2[CH:33]=[N:32][C:31](S(C)(=O)=O)=[N:30][C:29]=2[N:38]([C:40]2[CH:41]=[C:42]3[C:46](=[CH:47][CH:48]=2)[CH2:45][CH2:44][CH2:43]3)[CH:39]=1)=[O:25])[CH3:22]>>[CH2:21]([O:23][C:24]([C:26]1[C:27](=[O:49])[C:28]2[CH:33]=[N:32][C:31]([NH:20][C:16]3[CH:17]=[CH:18][CH:19]=[C:14]([N:11]4[CH2:10][CH2:9][NH:8][CH2:13][CH2:12]4)[CH:15]=3)=[N:30][C:29]=2[N:38]([C:40]2[CH:41]=[C:42]3[C:46](=[CH:47][CH:48]=2)[CH2:45][CH2:44][CH2:43]3)[CH:39]=1)=[O:25])[CH3:22]. Reported procedure: Using the procedure outlined in Example 1(g) the title compound was prepared from 4-(3-amino-phenyl)-piper-azine-1-carboxylic acid tert-butyl ester (from the previous step, 54 mg, 0.19 mmol) and 8-indan-5-yl-2-methanesulfonyl-5-oxo-5,8-dihydro-pyrido[2,3-d]pyrimidine-6-carboxylic acid ethyl ester (from Example, 1(e) above, 80 mg, 0.19 mmol). A yellow solid was obtained (60 mg, 62%) after a preparative HPLC (32 mL/min 5-100% MeCN/H2O gradient over 10 min) purification. The Boc group was removed b...